This data is from the Open Reaction Database (ORD), a public repository of structured organic reaction records. The task is: describe an organic reaction: reactants, conditions, products, and yield Starting materials: CO, COC(=O)c1ccc(OCc2ccccc2)c(OC)c1, [Na+], [OH-]. The product is COc1cc(C(=O)O)ccc1OCc1ccccc1. Reaction SMILES: [CH3:23][OH:24].[CH3:3][O:4][C:5]([c:6]1[cH:7][c:8]([O:20][CH3:21])[c:9]([O:12][CH2:13][c:14]2[cH:15][cH:16][cH:17][cH:18][cH:19]2)[cH:10][cH:11]1)=[O:22].[Na+:2].[OH-:1]>>[O:4]=[C:5]([c:6]1[cH:7][c:8]([O:20][CH3:21])[c:9]([O:12][CH2:13][c:14]2[cH:15][cH:16][cH:17][cH:18][cH:19]2)[cH:10][cH:11]1)[OH:22].